Dataset: the Open Reaction Database (ORD), a public repository of structured organic reaction records. Task: describe an organic reaction: reactants, conditions, products, and yield The reactants are CC1=C(C2=C(S1)C=C1C=CC=CC1=C2C2=CC(=C(C=C2)O)C(C)C)C (4-(2,3-dimethyl-naphtho[2,3-b]thiophen-4-yl)-2-isopropyl-phenol), C(C)(=O)OC(C)=O (acetic anhydride). The solvent is N1=CC=CC=C1 (pyridine). Reaction conditions: time 5.5 hour. Product: C(C)(C)C1=C(C=CC(=C1)C1=C2C=CC=CC2=CC=2SC(=C(C21)C)C)OC(C)=O (Acetic acid 2-isopropyl-4-(2,3-dimethyl-naphtho[2,3-b]thiophen-4-yl)-phenyl ester). The yield is 68.6%. RXN SMILES: [CH3:1][C:2]1[S:6][C:5]2[CH:7]=[C:8]3[C:13](=[C:14]([C:15]4[CH:20]=[CH:19][C:18]([OH:21])=[C:17]([CH:22]([CH3:24])[CH3:23])[CH:16]=4)[C:4]=2[C:3]=1[CH3:25])[CH:12]=[CH:11][CH:10]=[CH:9]3.[C:26](OC(=O)C)(=[O:28])[CH3:27]>N1C=CC=CC=1>[CH:22]([C:17]1[CH:16]=[C:15]([C:14]2[C:4]3[C:3]([CH3:25])=[C:2]([CH3:1])[S:6][C:5]=3[CH:7]=[C:8]3[C:13]=2[CH:12]=[CH:11][CH:10]=[CH:9]3)[CH:20]=[CH:19][C:18]=1[O:21][C:26](=[O:28])[CH3:27])([CH3:23])[CH3:24]. Procedure details: At 5° C., to a stirred solution of 4-(2,3-dimethyl-naphtho[2,3-b]thiophen-4-yl)-2-isopropyl-phenol (0.500 g, 1.44 mmol) in pyridine (3.5 mL) was added acetic anhydride (0.167 mL, 1.78 mmol). After 5.5 h, the reaction was quenched with H2O, acidified and extracted with ether. The combined ethereal extracts were sequentially washed with H2O, brine and concentrated. Purification on silica gel, eluting with 5 & 7% EtOAc/pet. ether, step gradient gave 0.384 g (69%) of the title compound as a white so... Starting materials: Cc1cccnc1CN(CCCCNC(=O)OC(C)(C)C)Cc1nc2ccccc2n1C(=O)OC(C)(C)C, CCO, NN. Product: Cc1cccnc1CN(CCCCNC(=O)OC(C)(C)C)Cc1nc2ccccc2[nH]1. RXN SMILES: [C:1]([O:2][C:3](=[O:4])[n:8]1[c:9]([CH2:17][N:18]([CH2:19][c:20]2[n:21][cH:22][cH:23][cH:24][c:25]2[CH3:26])[CH2:27][CH2:28][CH2:29][CH2:30][NH:31][C:32](=[O:33])[O:34][C:35]([CH3:36])([CH3:37])[CH3:38])[n:10][c:11]2[c:12]1[cH:13][cH:14][cH:15][cH:16]2)([CH3:5])([CH3:6])[CH3:7].[CH3:41][CH2:42][OH:43].[NH2:39][NH2:40]>>[n:8]1[c:9]([CH2:17][N:18]([CH2:19][c:20]2[n:21][cH:22][cH:23][cH:24][c:25]2[CH3:26])[CH2:27][CH2:28][CH2:29][CH2:30][NH:31][C:32](=[O:33])[O:34][C:35]([CH3:36])([CH3:37])[CH3:38])[nH:10][c:11]2[c:12]1[cH:13][cH:14][cH:15][cH:16]2. Reactants: C(C)OC(=O)C(CCC1(CC=CC=C1)COC)C(=O)OCC (1-[3,3-di(ethoxycarbonyl)propyl]-1-methoxymethylbenzene), [H-].[H-].[H-].[H-].[Li+].[Al+3] (LAH), O (water), [OH-].[Na+] (NaOH), O (water). The solvent is C1CCOC1 (THF), C1CCOC1 (THF). Reaction conditions: time 2 hour. Product: OCC(CCC1(CC=CC=C1)COC)CO (1-[3,3-di(hydroxymethyl)propyl]-1-methoxymethylbenzene). As a reaction SMILES: C([O:3][C:4]([CH:6]([C:18](OCC)=[O:19])[CH2:7][CH2:8][C:9]1([CH2:15][O:16][CH3:17])[CH:14]=[CH:13][CH:12]=[CH:11][CH2:10]1)=O)C.[H-].[H-].[H-].[H-].[Li+].[Al+3].O.[OH-].[Na+]>C1COCC1>[OH:3][CH2:4][CH:6]([CH2:18][OH:19])[CH2:7][CH2:8][C:9]1([CH2:15][O:16][CH3:17])[CH:10]=[CH:11][CH:12]=[CH:13][CH2:14]1 |f:1.2.3.4.5.6,8.9|. Procedure details: A solution of 29.6 g (0.096 mol) of 1-[3,3-di(ethoxycarbonyl)propyl]-1-methoxymethylbenzene (14, p=0) in 200 mL of THF is added slowly to a stirred suspension of 4.0 g of LAH in 300 mL of THF. The mixture is stirred 2 h at room temperature and then treated sequentially with 4 mL of water, 4 mL of 15% NaOH solution, and 12 mL of water. The mixture is filtered and the filtrate evaporated to a residue which is triturated with hexane to afford 1-[3,3-di(hydroxymethyl)propyl]-1-methoxymethylbenzene. Reactants: NC=1C=CC(=C(C1)[C@]1(N=C(OC[C@@H]1F)N)C)F ((4R,5R)-4-(5-amino-2-fluoro-phenyl)-5-fluoro-4-methyl-5,6-dihydro-4H-[1,3]oxazin-2-ylamine), FC(C=1N=CC(=NC1)C(=O)O)F (5-difluoromethyl-pyrazine-2-carboxylic acid). Yields the product NC=1OC[C@@H]([C@@](N1)(C)C=1C=C(C=CC1F)NC(=O)C1=NC=C(N=C1)C(F)F)F (5-Difluoromethyl-pyrazine-2-carboxylic acid [3-((4R,5R)-2-amino-5-fluoro-4-methyl-5,6-dihydro-4H-[1,3]oxazin-4-yl)-4-fluoro-phenyl]-amide). RXN SMILES: [NH2:1][C:2]1[CH:3]=[CH:4][C:5]([F:17])=[C:6]([C@:8]2([CH3:16])[C@@H:13]([F:14])[CH2:12][O:11][C:10]([NH2:15])=[N:9]2)[CH:7]=1.[F:18][CH:19]([F:29])[C:20]1[N:21]=[CH:22][C:23]([C:26](O)=[O:27])=[N:24][CH:25]=1>>[NH2:15][C:10]1[O:11][CH2:12][C@H:13]([F:14])[C@:8]([C:6]2[CH:7]=[C:2]([NH:1][C:26]([C:23]3[CH:22]=[N:21][C:20]([CH:19]([F:29])[F:18])=[CH:25][N:24]=3)=[O:27])[CH:3]=[CH:4][C:5]=2[F:17])([CH3:16])[N:9]=1. Procedure details: The condensation of (4R,5R)-4-(5-amino-2-fluoro-phenyl)-5-fluoro-4-methyl-5,6-dihydro-4H-[1,3]oxazin-2-ylamine (intermediate A8.2) and 5-difluoromethyl-pyrazine-2-carboxylic acid (CAS 1174321-06-2, US2009209757) following procedure I yielded the title compound as a light yellow solid. MS (ISP): m/z=398.2 [M+H]+. Solvent: C1CCOC1 (THF). Reactants: FC1=C(C(=O)O)C=CC(=C1)I (2-fluoro-4-iodobenzoic acid), C(Cl)Cl (DCM), C(C(=O)Cl)(=O)Cl (oxalyl chloride), N (ammonia). Product: FC1=C(C(=O)N)C=CC(=C1)I (2-fluoro-4-iodobenzamide). As a reaction SMILES: [F:1][C:2]1[CH:10]=[C:9]([I:11])[CH:8]=[CH:7][C:3]=1[C:4](O)=[O:5].C(Cl)(=O)C(Cl)=O.[NH3:18].C(Cl)Cl>C1COCC1>[F:1][C:2]1[CH:10]=[C:9]([I:11])[CH:8]=[CH:7][C:3]=1[C:4]([NH2:18])=[O:5]. Procedure: The title compound was prepared according to the procedure described in step-2 of Intermediate-26 by using 2-fluoro-4-iodobenzoic acid (5.00 g, 18.0 mmol), oxalyl chloride (2.0 mL, 22.0 mmol), ammonia gas, DCM (100 mL) and THF (100 mL) to afford 2.00 g of the desired product. 1H NMR (300 MHz, DMSO d6): δ 7.40 (t, J=7.8 Hz, 1H), 7.63-7.76 (m, 1H); MS (m/z): 266.19 (M+H)+.